Dataset: the Open Reaction Database (ORD), a public repository of structured organic reaction records. Task: describe an organic reaction: reactants, conditions, products, and yield Reactants: OC1=C(C(OC(=C1)C1=CC=C(OCC(=O)OCC)C=C1)=O)SCCC1=CC=CC=C1 ([4-[4-hydroxy-2-oxo-3[(2-phenylethyl)thio]-2H-pyran-6-yl]-phenoxy]acetic acid, ethyl ester), [BH4-].[Li+] (lithium borohydride). Solvent: O1CCCC1 (tetrahydrofuran). Conditions: time 8 hour. Yields the product OC1=C(C(OC(=C1)C1=CC=C(C=C1)OCCO)=O)SCCC1=CC=CC=C1 (4-Hydroxy-6-[4-(2-hydroxyethoxy)phenyl]-3-[(2-phenylethyl) thio]-2H-pyran-2-one). As a reaction SMILES: [OH:1][C:2]1[CH:7]=[C:6]([C:8]2[CH:20]=[CH:19][C:11]([O:12][CH2:13][C:14](OCC)=[O:15])=[CH:10][CH:9]=2)[O:5][C:4](=[O:21])[C:3]=1[S:22][CH2:23][CH2:24][C:25]1[CH:30]=[CH:29][CH:28]=[CH:27][CH:26]=1.[BH4-].[Li+]>O1CCCC1>[OH:1][C:2]1[CH:7]=[C:6]([C:8]2[CH:9]=[CH:10][C:11]([O:12][CH2:13][CH2:14][OH:15])=[CH:19][CH:20]=2)[O:5][C:4](=[O:21])[C:3]=1[S:22][CH2:23][CH2:24][C:25]1[CH:26]=[CH:27][CH:28]=[CH:29][CH:30]=1 |f:1.2|. Reported procedure: To a tetrahydrofuran (7 mL) solution of [4-[4-hydroxy-2-oxo-3[(2-phenylethyl)thio]-2H-pyran-6-yl]-phenoxy]acetic acid, ethyl ester (0.30 g, 0.70 mmol) was added 2.0M lithium borohydride (0.5 mL, 1.00 mmol). The reaction was stirred overnight. The reaction was then quenched by addition of 1N hydrochloric acid (2.0 mL) and diluted with ethyl acetate (50 mL). The organic layer was separated and washed with saturated sodium chloride and dried over anhydrous magnesium sulfate. After evaporation of th... Reactants: CO, O=C(O)CCNC(=O)NC(=O)C(CC1CCCC1)c1ccc(Cl)c(Cl)c1, O, O=S(=O)(O)O. Product: COC(=O)CCNC(=O)NC(=O)C(CC1CCCC1)c1ccc(Cl)c(Cl)c1. RXN SMILES: [CH3:32][OH:33].[CH:1]1([CH2:6][CH:7]([C:8](=[O:9])[NH:10][C:11]([NH:12][CH2:13][CH2:14][C:15](=[O:16])[OH:17])=[O:18])[c:19]2[cH:20][c:21]([Cl:26])[c:22]([Cl:25])[cH:23][cH:24]2)[CH2:2][CH2:3][CH2:4][CH2:5]1.[OH2:34].[S:27](=[O:28])(=[O:29])([OH:30])[OH:31]>>[CH:1]1([CH2:6][CH:7]([C:8](=[O:9])[NH:10][C:11]([NH:12][CH2:13][CH2:14][C:15]([O:16][CH3:32])=[O:17])=[O:18])[c:19]2[cH:20][c:21]([Cl:26])[c:22]([Cl:25])[cH:23][cH:24]2)[CH2:2][CH2:3][CH2:4][CH2:5]1. Starting materials: NC1=C2C(CNC2=CC=C1)(C)CC(=O)OCC ((±)-Ethyl (4-amino-3-methyl-2,3-dihydro-1H-indol-3-yl)acetate), C1(=CC=C(C=C1)S(=O)(=O)O)C (p-toluenesulfonic acid). Solvent: xylenes. Product: [NH4+].[OH-] (NH4OH), CC12CC(NC=3C=CC=C(C13)NC2)=O (2a-Methyl-1,2,2a,5-tetrahydropyrrolo[4,3,2-de]quinolin-4(3H)-one). RXN SMILES: [NH2:1][C:2]1[CH:10]=[CH:9][CH:8]=[C:7]2[C:3]=1[C:4]([CH2:12][C:13]([O:15]CC)=[O:14])([CH3:11])[CH2:5][NH:6]2.C1(C)C=CC(S(O)(=O)=O)=CC=1>>[NH4+:1].[OH-:14].[CH3:11][C:4]12[CH2:5][NH:6][C:7]3[C:3]1=[C:2]([CH:10]=[CH:9][CH:8]=3)[NH:1][C:13](=[O:15])[CH2:12]2 |f:2.3|. Procedure details: A mixture of (±)-ethyl (4-amino-3-methyl-2,3-dihydro-1H-indol-3-yl)acetate from Step B (2.50 g, 1.0.7 mmol) and p-toluenesulfonic acid (2 mg, 0.01 mmol) was heated in xylenes (50 mL) at reflux for 13 h, then concentrated to dryness under reduced pressure. The crude product was purified by silica gel chromatography, eluting with a gradient of CH2Cl2:MeOH:NH4OH—100:0:0 to 90:4.5:0.5, to give the racemic title compound. The enantiomers were resolved by HPLC, utilizing a ChiralPak AD column and elut... Reactants: FC(F)(F)c1ccccc1CBr, CN(C)C=O, [K+], [K+], O=C([O-])[O-], O, COC(=O)c1sc(-n2cnc3cc(OC)ncc32)cc1O, COC(=O)c1sc(-n2cnc3cnc(OC)cc32)cc1O. Yields the product COC(=O)c1sc(-n2cnc3cnc(OC)cc32)cc1OCc1ccccc1C(F)(F)F. Reaction SMILES: [Br:49][CH2:50][c:51]1[c:52]([C:57]([F:58])([F:59])[F:60])[cH:53][cH:54][cH:55][cH:56]1.[CH3:61][N:62]([CH3:63])[CH:64]=[O:65].[K+:43].[K+:44].[O-:45][C:46]([O-:47])=[O:48].[OH2:66].[OH:1][c:2]1[cH:3][c:4](-[n:5]2[c:6]3[cH:7][n:8][c:9]([O:10][CH3:11])[cH:12][c:13]3[n:14][cH:15]2)[s:16][c:17]1[C:18]([O:19][CH3:20])=[O:21].[OH:22][c:23]1[c:24]([C:39](=[O:40])[O:41][CH3:42])[s:25][c:26](-[n:28]2[cH:29][n:30][c:31]3[cH:32][n:33][c:34]([O:37][CH3:38])[cH:35][c:36]23)[cH:27]1>>[O:22]([c:23]1[c:24]([C:39](=[O:40])[O:41][CH3:42])[s:25][c:26](-[n:28]2[cH:29][n:30][c:31]3[cH:32][n:33][c:34]([O:37][CH3:38])[cH:35][c:36]23)[cH:27]1)[CH2:50][c:51]1[c:52]([C:57]([F:58])([F:59])[F:60])[cH:53][cH:54][cH:55][cH:56]1. The reactants are COC1=CC(=C(C(=C1)C)S(=O)(=O)N(C)CC=1OC=C(N1)C(=O)O)C (2-{[(4-methoxy-2,6-dimethyl-benzenesulfonyl)-methyl-amino]-methyl}-oxazole-4-carboxylic acid), N1(CCCC1)CCCN1CCNCC1 (1-(3-pyrrolidin-1-yl-propyl)-piperazine), CCN=C=NCCCN(C)C (EDCI), C=1C=CC2=C(C1)N=NN2O (HOBt). Solvent: C(Cl)Cl (DCM). Yields the product COC1=CC(=C(C(=C1)C)S(=O)(=O)N(CC=1OC=C(N1)C(=O)N1CCN(CC1)CCCN1CCCC1)C)C (4-Methoxy-N,2,6-trimethyl-N-[(4-{[4-(3-pyrrolidin-1-ylpropyl)piperazin-1-yl]carbonyl}-1,3-oxazol-2-yl)methyl]benzenesulfonamide). Reported procedure: The title compound was prepared according to general procedure BH using 2-{[(4-methoxy-2,6-dimethyl-benzenesulfonyl)-methyl-amino]-methyl}-oxazole-4-carboxylic acid (100 mg, 0.28 mmol), EDCI (75 mg, 0.39 mmol), HOBt (57 mg, 0.42 mmol) DIPEA (0.06 mL, 0.33 mmol), 1-(3-pyrrolidin-1-yl-propyl)-piperazine (66 mg, 0.33 mmol) and DCM (10 mL). Reaction SMILES: [CH3:1][O:2][C:3]1[CH:8]=[C:7]([CH3:9])[C:6]([S:10]([N:13]([CH2:15][C:16]2[O:17][CH:18]=[C:19]([C:21](O)=[O:22])[N:20]=2)[CH3:14])(=[O:12])=[O:11])=[C:5]([CH3:24])[CH:4]=1.CCN=C=NCCCN(C)C.C1C=CC2N(O)N=NC=2C=1.[N:46]1([CH2:51][CH2:52][CH2:53][N:54]2[CH2:59][CH2:58][NH:57][CH2:56][CH2:55]2)[CH2:50][CH2:49][CH2:48][CH2:47]1>C(Cl)Cl>[CH3:1][O:2][C:3]1[CH:4]=[C:5]([CH3:24])[C:6]([S:10]([N:13]([CH3:14])[CH2:15][C:16]2[O:17][CH:18]=[C:19]([C:21]([N:57]3[CH2:56][CH2:55][N:54]([CH2:53][CH2:52][CH2:51][N:46]4[CH2:47][CH2:48][CH2:49][CH2:50]4)[CH2:59][CH2:58]3)=[O:22])[N:20]=2)(=[O:12])=[O:11])=[C:7]([CH3:9])[CH:8]=1. Starting materials: [N+](=O)([O-])C1=CC=C(C=C1)\C=C\C1=CC(=C(C(=C1)OC)OC)OC ((E)-1-(4-Nitrophenyl)-2-(3,4,5-trimethoxyphenyl)ethene). The reagents and catalysts are [Pd] (Pd-C). Run in CCOC(=O)C (EtOAc). Product: NC1=CC=C(C=C1)CCC1=CC(=C(C(=C1)OC)OC)OC (1-(4-Aminophenyl)-2-(3,4,5-trimethoxyphenyl)ethane). Isolated yield 78.3%. RXN SMILES: [N+:1]([C:4]1[CH:9]=[CH:8][C:7](/[CH:10]=[CH:11]/[C:12]2[CH:17]=[C:16]([O:18][CH3:19])[C:15]([O:20][CH3:21])=[C:14]([O:22][CH3:23])[CH:13]=2)=[CH:6][CH:5]=1)([O-])=O>CCOC(C)=O.[Pd]>[NH2:1][C:4]1[CH:5]=[CH:6][C:7]([CH2:10][CH2:11][C:12]2[CH:13]=[C:14]([O:22][CH3:23])[C:15]([O:20][CH3:21])=[C:16]([O:18][CH3:19])[CH:17]=2)=[CH:8][CH:9]=1. Procedure: A solution of nitrostilbene 6l (250 mg, 0.8 mmol) in EtOAc (20 mL) was hydrogenated at 30 psi in the presence of 10% Pd-C (25 mg) at room temperature for 4 h, and the catalyst was filtered off. Evaporation of the solvent and crystallization of the residue from hexanes gave the amine 8z (180 mg, 80%); mp 84°-5° C; IR (KBr) 3450, 3400, 3020, 2920, 2840, 1600, 1580, 1520, 1330, 1240, 1120, 980 cm-1 ; 1H NMR (CDCl3, 300 MHz) d 6.98 (d, J=8.2 Hz, 2H), 6.63 (d, J=8.2 Hz, 2H), 6.63 (d, J=8.2 Hz, 2H), 6... The reactants are NCCCSC1=CN=C(S1)NC(=O)N1CC2(CN(CC2)C(=O)OC)C2=CC(=CC=C12)Cl (methyl 1-((5-((3-aminopropyl)thio)thiazol-2-yl)carbamoyl)-5-chlorospiro[indoline-3,3′-pyrrolidine]-1′-carboxylate), CS(=O)(=O)Cl (methanesulfonic acid chloride). The product is ClC=1C=C2C(=CC1)N(CC21CN(CC1)C(=O)OC)C(NC=1SC(=CN1)SCCCNS(=O)(=O)C)=O (methyl 5-chloro-1-((5-((3-(methylsulfonamido)propyl)thio)thiazol-2-yl)carbamoyl)spiro[indoline-3,3′-pyrrolidine]-1′-carboxylate). As a reaction SMILES: [NH2:1][CH2:2][CH2:3][CH2:4][S:5][C:6]1[S:10][C:9]([NH:11][C:12]([N:14]2[C:30]3[C:25](=[CH:26][C:27]([Cl:31])=[CH:28][CH:29]=3)[C:16]3([CH2:20][CH2:19][N:18]([C:21]([O:23][CH3:24])=[O:22])[CH2:17]3)[CH2:15]2)=[O:13])=[N:8][CH:7]=1.[CH3:32][S:33](Cl)(=[O:35])=[O:34]>>[Cl:31][C:27]1[CH:26]=[C:25]2[C:16]3([CH2:20][CH2:19][N:18]([C:21]([O:23][CH3:24])=[O:22])[CH2:17]3)[CH2:15][N:14]([C:12](=[O:13])[NH:11][C:9]3[S:10][C:6]([S:5][CH2:4][CH2:3][CH2:2][NH:1][S:33]([CH3:32])(=[O:35])=[O:34])=[CH:7][N:8]=3)[C:30]2=[CH:29][CH:28]=1. Procedure details: The captioned compound was obtained in the form of a white solid by performing the same reactions and/or treatments as those in Example 3, with the exceptions that the methyl 1-((5-((3-aminopropyl)thio)thiazol-2-yl)carbamoyl)-5-chlorospiro[indoline-3,3′-pyrrolidine]-1′-carboxylate obtained in Example 176 was used instead of 5-bromo-N-(5-chlorothiazol-2-yl)spiro[indoline-3,3′-pyrrolidine]-1-carboxamide, and that methanesulfonic acid chloride was used instead of acetyl chloride. Reactants: O=C1N(C2=CC=CN=C2C=C1)CC(=O)OC (methyl 2-(2-oxo-1,5-naphthyridin-1(2H)-yl)acetate), [OH-].[Na+] (sodium hydroxide), aqueous solution. Solvent: C1CCOC1 (THF). Run at temperature 70 celsius, time 0.5 hour. The product is O=C1N(C2=CC=CN=C2C=C1)CC(=O)O (2-(2-oxo-1,5-naphthyridin-1(2H)-yl)acetic acid). As a reaction SMILES: [O:1]=[C:2]1[CH:11]=[CH:10][C:9]2[C:4](=[CH:5][CH:6]=[CH:7][N:8]=2)[N:3]1[CH2:12][C:13]([O:15]C)=[O:14].[OH-].[Na+]>C1COCC1>[O:1]=[C:2]1[CH:11]=[CH:10][C:9]2[C:4](=[CH:5][CH:6]=[CH:7][N:8]=2)[N:3]1[CH2:12][C:13]([OH:15])=[O:14] |f:1.2|. Procedure: To a solution of methyl 2-(2-oxo-1,5-naphthyridin-1(2H)-yl)acetate (0.205 g, 0.939 mmol) in THF (5 mL) was added sodium hydroxide (0.939 mL of a 3 N aqueous solution, 2.818 mmol) and the reaction mixture was stirred at 70° C. for 0.5 h. The resulting solution was concentrated under vacuum and co-evaporated from toluene to give 2-(2-oxo-1,5-naphthyridin-1(2H)-yl)acetic acid. Retention time (min)=1.033, method [3], MS(ESI) 205.1 (M+H). The reactants are Oc1ccc(Br)cc1, Cc1ccc(C(=O)O)c(Br)c1, O=C([O-])[O-], CCOC(C)=O, Cc1ccccc1, [Cs+], [Cs+]. The product is Cc1ccc(C(=O)O)c(Oc2ccc(Br)cc2)c1. As a reaction SMILES: [Br:1][c:2]1[cH:3][cH:4][c:5]([OH:8])[cH:6][cH:7]1.[Br:21][c:22]1[c:23]([C:24](=[O:25])[OH:26])[cH:27][cH:28][c:29]([CH3:31])[cH:30]1.[C:9](=[O:10])([O-:11])[O-:12].[CH3:15][CH2:16][O:17][C:18](=[O:19])[CH3:20].[CH3:32][c:33]1[cH:34][cH:35][cH:36][cH:37][cH:38]1.[Cs+:13].[Cs+:14]>>[Br:1][c:2]1[cH:3][cH:4][c:5]([O:8][c:22]2[c:23]([C:24](=[O:25])[OH:26])[cH:27][cH:28][c:29]([CH3:31])[cH:30]2)[cH:6][cH:7]1. Reactants: ClC1=C(C(=O)O)C=CC=C1[N+](=O)[O-] (2-chloro-3-nitrobezoic acid), C(C(=O)Cl)(=O)Cl (oxalyl chloride), [NH4+].[OH-] (NH4OH). The reagents and catalysts are CN(C)C=O (DMF). Solvent: C(Cl)Cl (CH2Cl2). The product is ClC1=C(C(=O)N)C=CC=C1[N+](=O)[O-] (2-Chloro-3-nitrobenzamide). Reaction SMILES: [Cl:1][C:2]1[C:10]([N+:11]([O-:13])=[O:12])=[CH:9][CH:8]=[CH:7][C:3]=1[C:4](O)=[O:5].C(Cl)(=O)C(Cl)=O.[NH4+:20].[OH-]>CN(C=O)C.C(Cl)Cl>[Cl:1][C:2]1[C:10]([N+:11]([O-:13])=[O:12])=[CH:9][CH:8]=[CH:7][C:3]=1[C:4]([NH2:20])=[O:5] |f:2.3|. Procedure: DMF (3 drops) was added to a mixture of 2-chloro-3-nitrobezoic acid (0.99 g, 4.9 mmol), oxalyl chloride (0.47 mL, 5.4 mmol) in CH2Cl2 (20 mL) at 25° C. stirring under N2. After gas formation ceased, all the solid went into solution. After 3 hours the solvent was removed under reduced pressure to leave a light yellow solid which was treated with cold NH4OH (20 mL). 2-Chloro-3-nitrobenzamide was collected as an off-white solid (1.02 g, 100%).